This data is from the Open Reaction Database (ORD), a public repository of structured organic reaction records. The task is: describe an organic reaction: reactants, conditions, products, and yield Starting materials: CC(C)(C)OC(=O)NC1CCCN(c2ccncc2NC(=O)c2csc(Br)n2)C1, CC(=O)[O-], CC#N, OB(O)c1ccccc1F, [K+], [Na+], [Na+], O=C([O-])[O-], O. Yields the product CC(C)(C)OC(=O)NC1CCCN(c2ccncc2NC(=O)c2csc(-c3ccccc3F)n2)C1. Reaction SMILES: [Br:1][c:2]1[s:3][cH:4][c:5]([C:7](=[O:8])[NH:9][c:10]2[cH:11][n:12][cH:13][cH:14][c:15]2[N:16]2[CH2:17][CH:18]([NH:22][C:23]([O:24][C:25]([CH3:26])([CH3:27])[CH3:28])=[O:29])[CH2:19][CH2:20][CH2:21]2)[n:6]1.[CH3:41][C:42](=[O:43])[O-:44].[CH3:52][C:53]#[N:54].[F:30][c:31]1[c:32]([B:37]([OH:38])[OH:39])[cH:33][cH:34][cH:35][cH:36]1.[K+:40].[Na+:46].[Na+:47].[O-:48][C:49](=[O:50])[O-:51].[OH2:45]>>[c:2]1(-[c:32]2[c:31]([F:30])[cH:36][cH:35][cH:34][cH:33]2)[s:3][cH:4][c:5]([C:7](=[O:8])[NH:9][c:10]2[cH:11][n:12][cH:13][cH:14][c:15]2[N:16]2[CH2:17][CH:18]([NH:22][C:23]([O:24][C:25]([CH3:26])([CH3:27])[CH3:28])=[O:29])[CH2:19][CH2:20][CH2:21]2)[n:6]1. Reactants: ClC1=CC=C(C(C(=O)O)=C1)O (5-chlorosalicylic acid), C([O-])([O-])=O.[K+].[K+] (potassium carbonate), BrCCOC (2-bromoethylmethyl ether), C(C)#N (acetonitrile). Yields the product COCCOC(C1=C(C=CC(=C1)Cl)OCCOC)=O (5-chloro-2-(2-methoxyethoxy)benzoic acid 2-methoxyethyl ester). The yield is 93.0%. RXN SMILES: [Cl:1][C:2]1[CH:10]=[C:6]([C:7]([OH:9])=[O:8])[C:5]([OH:11])=[CH:4][CH:3]=1.[C:12](=[O:15])([O-])[O-].[K+].[K+].Br[CH2:19][CH2:20][O:21][CH3:22].[C:23](#N)[CH3:24]>>[CH3:22][O:21][CH2:20][CH2:19][O:8][C:7](=[O:9])[C:6]1[CH:10]=[C:2]([Cl:1])[CH:3]=[CH:4][C:5]=1[O:11][CH2:23][CH2:24][O:15][CH3:12] |f:1.2.3|. Reported procedure: A mixture of 5-chlorosalicylic acid (5.0 g, 29.0 mmol), potassium carbonate (10.8 g, 78.1 mmol), acetonitrile (100 ml), and 2-bromoethylmethyl ether (6.8 ml, 72.3 mmol) was heated under reflux for 20 hours. The mixture was filtered and the filtrate was concentrated under reduced pressure. The residue was dissolved in ethyl acetate (50 ml). The solution was washed with aqueous sodium hydroxide solution (1 M, 2×50 ml), washed with water (50 ml), dried over sodium sulfate, and concentrated under re... Starting materials: COC(=O)C1=CC(=NC=C1)C=1N=CN(C1Br)C (2-(5-bromo-1-methyl-1H-imidazol-4-yl)pyridine-4-carboxylic acid methyl ester), C1(CC1)COC1=C(C=C(C(=C1)F)F)B1OC(C)(C)C(C)(C)O1 (2-(cyclopropylmethoxy)-4,5-difluorophenylboronic acid pinacol ester). The product is C1(CC1)COC1=C(C=C(C(=C1)F)F)C1=C(N=CN1C)C1=NC=CC(=C1)C(=O)O (2-[5-[2-(cyclopropylmethoxy)-4,5-difluorophenyl]-1-methylimidazol-4-yl]pyridine-4-carboxylic acid). The yield is 5.0%. Reaction SMILES: C[O:2][C:3]([C:5]1[CH:10]=[CH:9][N:8]=[C:7]([C:11]2[N:12]=[CH:13][N:14]([CH3:17])[C:15]=2Br)[CH:6]=1)=[O:4].[CH:18]1([CH2:21][O:22][C:23]2[CH:28]=[C:27]([F:29])[C:26]([F:30])=[CH:25][C:24]=2B2OC(C)(C)C(C)(C)O2)[CH2:20][CH2:19]1>>[CH:18]1([CH2:21][O:22][C:23]2[CH:28]=[C:27]([F:29])[C:26]([F:30])=[CH:25][C:24]=2[C:15]2[N:14]([CH3:17])[CH:13]=[N:12][C:11]=2[C:7]2[CH:6]=[C:5]([C:3]([OH:2])=[O:4])[CH:10]=[CH:9][N:8]=2)[CH2:19][CH2:20]1. Procedure details: The title compound was prepared in 5% yield from 2-(5-bromo-1-methyl-1H-imidazol-4-yl)pyridine-4-carboxylic acid methyl ester and 2-(cyclopropylmethoxy)-4,5-difluorophenylboronic acid pinacol ester according to the procedure for the preparation of Example 3, part A followed by hydrolysis. 1H NMR (400 MHz, DMSO-d6): δ 0.29-0.32 (2H, m), 0.53-0.58 (2H, m), 1.22 (1H, m), 3.43 (3H, s), 3.82 (2H, d, J=7.0 Hz), 6.82 (1H, br s), 7.09-7.14 (1H, m), 7.27 (1H, t, J=7.7 Hz), 7.42 (1H, d, J=3.6 Hz), 7.90 (1... The reactants are C, COC(=O)c1cc(OCCCCl)c(OC)cc1[N+](=O)[O-], CO, [H][H], [Pd]. The product is COC(=O)c1cc(OCCCCl)c(OC)cc1N. Reaction SMILES: [C:23].[CH3:1][O:2][c:3]1[cH:4][c:5]([N+:18]([O-:19])=[O:20])[c:6]([C:7](=[O:8])[O:9][CH3:10])[cH:11][c:12]1[O:13][CH2:14][CH2:15][CH2:16][Cl:17].[CH3:25][OH:26].[H:21][H:22].[Pd:24]>>[CH3:1][O:2][c:3]1[cH:4][c:5]([NH2:18])[c:6]([C:7](=[O:8])[O:9][CH3:10])[cH:11][c:12]1[O:13][CH2:14][CH2:15][CH2:16][Cl:17].